This data is from the Open Reaction Database (ORD), a public repository of structured organic reaction records. The task is: describe an organic reaction: reactants, conditions, products, and yield Starting materials: ClC1=CC=C(CBr)C=C1 (4-chlorobenzyl bromide), C(C)(C)(C)OC(=O)N1C[C@@H](CC1)O ((R)-3-hydroxy-pyrrolidine-1-carboxylic acid tert-butyl ester), [H-].[Na+] (sodium hydride). The solvent is C1CCOC1 (THF), C1CCOC1 (THF), C1CCOC1 (THF). Reaction conditions: temperature 0 celsius, time 45 minute. Yields the product C(C)(C)(C)OC(=O)N1C[C@@H](CC1)OCC1=CC=C(C=C1)Cl ((R)-3-(4-Chloro-benzyloxy)-pyrrolidine-1-carboxylic acid tert-butyl ester). As a reaction SMILES: [C:1]([O:5][C:6]([N:8]1[CH2:12][CH2:11][C@@H:10]([OH:13])[CH2:9]1)=[O:7])([CH3:4])([CH3:3])[CH3:2].[H-].[Na+].[Cl:16][C:17]1[CH:24]=[CH:23][C:20]([CH2:21]Br)=[CH:19][CH:18]=1>C1COCC1>[C:1]([O:5][C:6]([N:8]1[CH2:12][CH2:11][C@@H:10]([O:13][CH2:21][C:20]2[CH:23]=[CH:24][C:17]([Cl:16])=[CH:18][CH:19]=2)[CH2:9]1)=[O:7])([CH3:4])([CH3:2])[CH3:3] |f:1.2|. Procedure details: A solution of (R)-3-hydroxy-pyrrolidine-1-carboxylic acid tert-butyl ester (1.14 mmol, 1.0 eq) in THF (2.5 mL) was added to a suspension of sodium hydride (1.15 eq) in THF (2.5 mL) cooled at 0° C. and the resulting mixture was stirred for 45 min. A solution of 4-chlorobenzyl bromide (1.31 mmol, 1.15 eq) in THF (2.0 mL) was then added drop wise and reaction mixture was slowly warmed to room temperature and stirred for 18 h. The reaction mixture was quenched with water (1.0 ml) and diluted with et... The reactants are C(OCC1=CC(=CC=C1)Br)(OC1=CC=C(C=C1)[N+](=O)[O-])=O (3-bromobenzyl 4-nitrophenyl carbonate), BrC=1C=C(C=CC1)CO ((3-bromophenyl)methanol), CC1=C(OCCCC(=O)N2CCCC3=C(C=CC=C23)C2=CC=C(C=C2)CO)C=CC=C1C (4-(2,3-dimethylphenoxy)-1-(5-(4-(hydroxymethyl)phenyl)-3,4-dihydroquinolin-1(2H)-yl)butan-1-one). Product: C(OCC1=CC=C(C=C1)C1=C2CCCN(C2=CC=C1)C(CCCOC1=C(C(=CC=C1)C)C)=O)(OC1=CC=C(C=C1)[N+](=O)[O-])=O (4-(1-(4-(2,3-Dimethylphenoxy)butanoyl)-1,2,3,4-tetrahydroquinolin-5-yl)benzyl 4-nitrophenyl carbonate). Reaction SMILES: [C:1](=[O:21])([O:11][C:12]1[CH:17]=[CH:16][C:15]([N+:18]([O-:20])=[O:19])=[CH:14][CH:13]=1)[O:2][CH2:3][C:4]1[CH:9]=[CH:8][CH:7]=[C:6](Br)[CH:5]=1.BrC1C=C(CO)C=CC=1.[CH3:31][C:32]1[C:61]([CH3:62])=[CH:60][CH:59]=[CH:58][C:33]=1[O:34][CH2:35][CH2:36][CH2:37][C:38]([N:40]1[C:49]2[C:44](=[C:45](C3C=CC(CO)=CC=3)[CH:46]=[CH:47][CH:48]=2)[CH2:43][CH2:42][CH2:41]1)=[O:39]>>[C:1](=[O:21])([O:11][C:12]1[CH:17]=[CH:16][C:15]([N+:18]([O-:20])=[O:19])=[CH:14][CH:13]=1)[O:2][CH2:3][C:4]1[CH:9]=[CH:8][C:7]([C:45]2[CH:46]=[CH:47][CH:48]=[C:49]3[C:44]=2[CH2:43][CH2:42][CH2:41][N:40]3[C:38](=[O:39])[CH2:37][CH2:36][CH2:35][O:34][C:33]2[CH:58]=[CH:59][CH:60]=[C:61]([CH3:62])[C:32]=2[CH3:31])=[CH:6][CH:5]=1. Reported procedure: The title compound was prepared using a procedure analogous to 3-bromobenzyl 4-nitrophenyl carbonate except that (3-bromophenyl)methanol was replaced with 4-(2,3-dimethylphenoxy)-1-(5-(4-(hydroxymethyl)phenyl)-3,4-dihydroquinolin-1(2H)-yl)butan-1-one. LCMS, [M+H]+=595.2. 1H NMR (400 MHz, CDCl3) δ 8.32-8.16 (m, 2H), 7.44 (d, J=7.8 Hz, 2H), 7.37 (d, J=9.1 Hz, 2H), 7.28-7.13 (m, 4H), 7.09 (s, 1H), 6.98 (t, J=7.8 Hz, 1H), 6.72 (d, J=7.4 Hz, 1H), 6.62 (d, J=8.0 Hz, 1H), 5.31 (s, 2H), 3.92 (br. s, 2H)...